From a dataset of the Open Reaction Database (ORD), a public repository of structured organic reaction records. describe an organic reaction: reactants, conditions, products, and yield Starting materials: BrC=1C=NC(=NC1)I (5-bromo-2-iodopyrimidine), FC(OC1=CC=C(C=C1)B(O)O)(F)F (4-(trifluoromethyloxy)phenylboronic acid), C([O-])([O-])=O.[Na+].[Na+] (sodium carbonate), O (H2O). Reagents/catalysts: C=1C=CC(=CC1)[P](C=2C=CC=CC2)(C=3C=CC=CC3)[Pd]([P](C=4C=CC=CC4)(C=5C=CC=CC5)C=6C=CC=CC6)([P](C=7C=CC=CC7)(C=8C=CC=CC8)C=9C=CC=CC9)[P](C=1C=CC=CC1)(C=1C=CC=CC1)C=1C=CC=CC1 (tetrakis(triphenylphosphine)palladium(0)). The solvent is C1(=CC=CC=C1)C (toluene). The product is BrC=1C=NC(=NC1)C1=CC=C(C=C1)OC(F)(F)F (5-Bromo-2-[4-(trifluoromethyloxy)phenyl]pyrimidine). Isolated yield 69.3%. RXN SMILES: [Br:1][C:2]1[CH:3]=[N:4][C:5](I)=[N:6][CH:7]=1.[F:9][C:10]([F:22])([F:21])[O:11][C:12]1[CH:17]=[CH:16][C:15](B(O)O)=[CH:14][CH:13]=1.C(=O)([O-])[O-].[Na+].[Na+].O>C1(C)C=CC=CC=1.C1C=CC([P]([Pd]([P](C2C=CC=CC=2)(C2C=CC=CC=2)C2C=CC=CC=2)([P](C2C=CC=CC=2)(C2C=CC=CC=2)C2C=CC=CC=2)[P](C2C=CC=CC=2)(C2C=CC=CC=2)C2C=CC=CC=2)(C2C=CC=CC=2)C2C=CC=CC=2)=CC=1>[Br:1][C:2]1[CH:3]=[N:4][C:5]([C:15]2[CH:14]=[CH:13][C:12]([O:11][C:10]([F:9])([F:21])[F:22])=[CH:17][CH:16]=2)=[N:6][CH:7]=1 |f:2.3.4,^1:40,42,61,80|. Procedure: 5-bromo-2-iodopyrimidine (0.320 g), 4-(trifluoromethyloxy)phenylboronic acid (FRONTIER SCIEN., 0.231 g), tetrakis(triphenylphosphine)palladium(0) (ALDRICH, 0.026 g) and sodium carbonate (1.6 ml, 2M in H2O) in dry toluene (2.8 ml) was refluxed for 24 hours under argon atmosphere. After cooling to room temperature, H2O (5 ml) was added to the reaction mixture. The layers were separated and the aqueous layer was extracted with CH2Cl2 (3×15 ml). The combined organic layers were washed with brine, dr... Reactants: CCO, NC1CCCCC1N, CCOC(=O)C(F)(F)F. Product: NC1CCCCC1NC(=O)C(F)(F)F. As a reaction SMILES: [CH3:18][CH2:19][OH:20].[CH:1]1([NH2:8])[CH:2]([NH2:7])[CH2:3][CH2:4][CH2:5][CH2:6]1.[F:9][C:10]([C:11](=[O:12])[O:13][CH2:14][CH3:15])([F:16])[F:17]>>[CH:1]1([NH:8][C:11]([C:10]([F:9])([F:16])[F:17])=[O:12])[CH:2]([NH2:7])[CH2:3][CH2:4][CH2:5][CH2:6]1.